From a dataset of the Open Reaction Database (ORD), a public repository of structured organic reaction records. describe an organic reaction: reactants, conditions, products, and yield The reactants are C1(=CC=CC=C1)CCC=C1C(N(C(O1)=O)CCCCSC1=CC=CC=2N1C=CN2)=O (5-(3-phenylpropylidene)-3-[4-(imidazo[1,2-a]pyridin-5-ylthio)butyl]oxazolidine-2,4-dione), Cl.C(C)(=O)OCC (hydrochloric acid ethyl acetate). Solvent: CO (methanol). Product: Cl.C1(=CC=CC=C1)CCC=C1C(N(C(O1)=O)CCCCSC1=CC=CC=2N1C=CN2)=O (5-(3-phenylpropylidene)-3-[4-(imidazo[1,2-a]pyridin-5-ylthio)butyl]oxazolidine-2,4-dione hydrochloride). As a reaction SMILES: [C:1]1([CH2:7][CH2:8][CH:9]=[C:10]2[O:14][C:13](=[O:15])[N:12]([CH2:16][CH2:17][CH2:18][CH2:19][S:20][C:21]3[N:26]4[CH:27]=[CH:28][N:29]=[C:25]4[CH:24]=[CH:23][CH:22]=3)[C:11]2=[O:30])[CH:6]=[CH:5][CH:4]=[CH:3][CH:2]=1.[ClH:31].C(OCC)(=O)C>CO>[ClH:31].[C:1]1([CH2:7][CH2:8][CH:9]=[C:10]2[O:14][C:13](=[O:15])[N:12]([CH2:16][CH2:17][CH2:18][CH2:19][S:20][C:21]3[N:26]4[CH:27]=[CH:28][N:29]=[C:25]4[CH:24]=[CH:23][CH:22]=3)[C:11]2=[O:30])[CH:6]=[CH:5][CH:4]=[CH:3][CH:2]=1 |f:1.2,4.5|. Procedure: To a methanol solution of 26 mg (0.062 mmol) of 5-(3-phenylpropylidene)-3-[4-(imidazo[1,2-a]pyridin-5-ylthio)butyl]oxazolidine-2,4-dione, 0.02 ml of 4N hydrochloric acid-ethyl acetate was added, followed by stirring, after which the solvent was distilled off, to yield 29 mg (quant, yellow oily substance) of the desired product. Reactants: C(C)(CC)O (secondary butanol), [N+](=O)([O-])C1=C(C=CC=C1)N=NC1=C(C=CC(=C1)C(C)(C)C)O (2-nitro-2'-hydroxy-5'-t-butylazobenzene), [N+](=O)([O-])C1=C(C=CC=C1)N=NC1=C(C(=CC(=C1)C(C)(C)C)C(C)(C)C)O (2-nitro-2'-hydroxy-3',5'-di-t-butylazobenzene). The solvent is C(CCCCCCC)O (n-octanol). Yields the product OC1=C(C=C(C=C1C(C)(C)C)C(C)(C)C)N1N=C2C(=[N+]1[O-])C=CC=C2 (2-(2-hydroxy-3,5-di-t-butylphenyl)benzotriazole-N-oxide). Yield: 82.9%. Reaction SMILES: C(O)(CC)C.[N+:6]([C:9]1[CH:14]=[CH:13][CH:12]=[CH:11][C:10]=1[N:15]=[N:16][C:17]1[CH:22]=[C:21]([C:23]([CH3:26])([CH3:25])[CH3:24])[CH:20]=[CH:19][C:18]=1[OH:27])([O-:8])=O.[N+](C1C=CC=CC=1N=NC1C=C(C(C)(C)C)[CH:42]=[C:41]([C:49](C)(C)C)[C:40]=1O)([O-])=O>C(O)CCCCCCC>[OH:27][C:18]1[C:19]([C:41]([CH3:49])([CH3:42])[CH3:40])=[CH:20][C:21]([C:23]([CH3:26])([CH3:24])[CH3:25])=[CH:22][C:17]=1[N:16]1[N+:6]([O-:8])=[C:9]2[CH:14]=[CH:13][CH:12]=[CH:11][C:10]2=[N:15]1. Procedure: The same procedure as in Example 7 was repeated, except that secondary butanol 80 g was replaced by n-octanol 50 g, and that 2-nitro-2'-hydroxy-5'-t-butylazobenzene 19.9 g was replaced by 2-nitro-2'-hydroxy-3',5'-di-t-butylazobenzene 23.7 g, thus producing 18.7 g of 2-(2-hydroxy-3,5-di-t-butylphenyl)benzotriazole-N-oxide having a melting point of 168° to 171° C. at the yield of 83.0%. Reactants: C1(=CC=CC=C1)C(=C1CCN(CC1)CCCl)C1=CC=CC=C1 (4-(diphenylmethylene)-1-(2-chloroethyl)piperidine), N1CCNCC1 (piperazine), C1(=CC=CC=C1)C (toluene). Run in O (water). Product: C1(=CC=CC=C1)C(=C1CCN(CC1)CCN1CCNCC1)C1=CC=CC=C1 (1-[2-(4-(Diphenylmethylene)-1-piperidinyl)ethyl]piperazine). Isolated yield 86.0%. RXN SMILES: [C:1]1([C:7]([C:17]2[CH:22]=[CH:21][CH:20]=[CH:19][CH:18]=2)=[C:8]2[CH2:13][CH2:12][N:11]([CH2:14][CH2:15]Cl)[CH2:10][CH2:9]2)[CH:6]=[CH:5][CH:4]=[CH:3][CH:2]=1.[NH:23]1[CH2:28][CH2:27][NH:26][CH2:25][CH2:24]1.C1(C)C=CC=CC=1>O>[C:1]1([C:7]([C:17]2[CH:22]=[CH:21][CH:20]=[CH:19][CH:18]=2)=[C:8]2[CH2:13][CH2:12][N:11]([CH2:14][CH2:15][N:23]3[CH2:28][CH2:27][NH:26][CH2:25][CH2:24]3)[CH2:10][CH2:9]2)[CH:6]=[CH:5][CH:4]=[CH:3][CH:2]=1. Procedure details: A mixture of 2.2 g (7 mmole) of 4-(diphenylmethylene)-1-(2-chloroethyl)piperidine [prepared as described in step (b) above], 4.8 g (55.7 mmole) of anhydrous piperazine and 60 ml of toluene was heated under reflux overnight. At the end of this time, water was added to the reaction mixture, the toluene layer was separated, and a 10% w/v aqueous solution of acetic acid was added to the toluene layer to extract the desired compound. The aqueous layer was separated and made alkaline by the addition o... Reactants: Cl.ClC=1C=C(CNC)C=CC1Cl ((3,4-dichloro-benzyl)-methyl-amine hydrochloride salt), [Cl-].[Na+] (sodium chloride), CC1(OC(C(O1)=CC(=O)O)=O)C ((2,2-Dimethyl-5-oxo-[1,3]dioxolan-4-ylidene)-acetic acid), C(C(=O)Cl)(=O)Cl (oxalyl chloride). The solvent is C(Cl)Cl (methylene chloride), N1=CC=CC=C1 (pyridine), Cl (HCl), C1=CC=CC=C1 (benzene). Conditions: temperature 0 celsius, time 18 hour. Yields the product ClC=1C=C(CN(C(C=C2OC(OC2=O)(C)C)=O)C)C=CC1Cl (N-(3,4-Dichloro-benzyl)-2-(2,2-dimethyl-5-oxo-[1,3]dioxolan-4-ylidene)-N-methyl-acetamide). Isolated yield 82.0%. Reaction SMILES: [CH3:1][C:2]1([CH3:12])[O:6][C:5](=[CH:7][C:8]([OH:10])=O)[C:4](=[O:11])[O:3]1.C(Cl)(=O)C(Cl)=O.Cl.[Cl:20][C:21]1[CH:22]=[C:23]([CH:27]=[CH:28][C:29]=1[Cl:30])[CH2:24][NH:25][CH3:26].[Cl-].[Na+]>C1C=CC=CC=1.C(Cl)Cl.N1C=CC=CC=1.Cl>[Cl:20][C:21]1[CH:22]=[C:23]([CH:27]=[CH:28][C:29]=1[Cl:30])[CH2:24][N:25]([CH3:26])[C:8](=[O:10])[CH:7]=[C:5]1[C:4](=[O:11])[O:3][C:2]([CH3:1])([CH3:12])[O:6]1 |f:2.3,4.5|. Procedure: To a suspension of (2,2-Dimethyl-5-oxo-[1,3]dioxolan-4-ylidene)-acetic acid, Compound III-A, (4.5 g, 26.2 mmol) in benzene (30 mL) was added oxalyl chloride (15 mL) and the resulting mixture was heated at reflux for 1 h. The mixture was cooled to room temp. and concentrated. The residue was dissolved in methylene chloride (30 mL) and cooled to 0° C. To this was added a suspension of (3,4-dichloro-benzyl)-methyl-amine hydrochloride salt (5.0 g, 22.1 mmol) in methylene chloride (30 mL) and pyridin... Starting materials: C1(CC1)COC1=C(C=C(C=C1)C)C=1C2=C(N=CN1)C(=CN2)C(=O)O (4-(2-cyclopropylmethoxy-5-methyl-phenyl)-5H-pyrrolo[3,2-d]pyrimidine-7-carboxylic acid), C(C)(C)(C)OC(=O)N1CCC(CC1)N (4-amino-piperidine-1-carboxylic acid tert-butyl ester). Yields the product C(C)(C)(C)OC(=O)N1CCC(CC1)NC(=O)C1=CNC2=C1N=CN=C2C2=C(C=CC(=C2)C)OCC2CC2 (4-{[4-(2-Cyclopropylmethoxy-5-methyl-phenyl)-5H-pyrrolo[3,2-d]pyrimidine-7-carbonyl]-amino}-piperidine-1-carboxylic acid tert-butyl ester). RXN SMILES: [CH:1]1([CH2:4][O:5][C:6]2[CH:11]=[CH:10][C:9]([CH3:12])=[CH:8][C:7]=2[C:13]2[C:14]3[NH:21][CH:20]=[C:19]([C:22]([OH:24])=O)[C:15]=3[N:16]=[CH:17][N:18]=2)[CH2:3][CH2:2]1.[C:25]([O:29][C:30]([N:32]1[CH2:37][CH2:36][CH:35]([NH2:38])[CH2:34][CH2:33]1)=[O:31])([CH3:28])([CH3:27])[CH3:26]>>[C:25]([O:29][C:30]([N:32]1[CH2:37][CH2:36][CH:35]([NH:38][C:22]([C:19]2[C:15]3[N:16]=[CH:17][N:18]=[C:13]([C:7]4[CH:8]=[C:9]([CH3:12])[CH:10]=[CH:11][C:6]=4[O:5][CH2:4][CH:1]4[CH2:3][CH2:2]4)[C:14]=3[NH:21][CH:20]=2)=[O:24])[CH2:34][CH2:33]1)=[O:31])([CH3:28])([CH3:26])[CH3:27]. Procedure: Starting from 4-(2-cyclopropylmethoxy-5-methyl-phenyl)-5H-pyrrolo[3,2-d]pyrimidine-7-carboxylic acid (example A83) and 4-amino-piperidine-1-carboxylic acid tert-butyl ester the title compound is obtained as colorless solid. Starting materials: FC=1C=CC=C(C1F)F (3,4,5-trifluorobenzene), CCOC(=O)C1CCC(=O)CC1 (ethyl cyclohexanone-4-carboxylate). The reagents and catalysts are Cl[Ti](OC(C)C)(OC(C)C)OC(C)C (chlorotriisopropyloxytitanium). Product: OC1(CCC(CC1)C(=O)OCC)C1=CC(=C(C(=C1)F)F)F (ethyl 4-hydroxy-4(3,4,5-trifluorophenyl)cyclohexanecarboxylate). Reaction SMILES: [F:1][C:2]1[CH:3]=[CH:4][CH:5]=[C:6]([F:9])[C:7]=1[F:8].[CH3:10][CH2:11][O:12][C:13]([CH:15]1[CH2:21][CH2:20][C:18](=[O:19])[CH2:17][CH2:16]1)=[O:14]>Cl[Ti](OC(C)C)(OC(C)C)OC(C)C>[OH:19][C:18]1([C:4]2[CH:3]=[C:2]([F:1])[C:7]([F:8])=[C:6]([F:9])[CH:5]=2)[CH2:17][CH2:16][CH:15]([C:13]([O:12][CH2:11][CH3:10])=[O:14])[CH2:21][CH2:20]1. Reported procedure: Thus, 1-triisopropyloxytitanyl, 3,4,5-trifluorobenzene--prepared by transmetalation of 3,4,5-trifluorobenzenemagnesiumbromide using chlorotriisopropyloxytitanium--is reacted chemoselectively with ethyl cyclohexanone-4-carboxylate (1) on the carbonyl group to give ethyl 4-hydroxy-4(3,4,5-trifluorophenyl)cyclohexanecarboxylate. Elimination of water, catalytic hydrogenation over Pd/C, hydrolysis and epimerization using KOH/methanol give the pure trans 4-(3,4,5-trifluorophenyl)cyclohexanecarboxylic ... Starting materials: BrC1=C(C=2C=NNC2C=C1F)C(=O)OC (methyl 5-bromo-6-fluoro-1H-indazole-4-carboxylate), F[B-](F)(F)F.C[O+](C)C (trimethyloxonium tetrafluoroborate). Solvent: C(O)([O-])=O.[Na+] (sodium hydrogen carbonate), C(C)(=O)OCC (ethyl acetate). Run at time 2.5 hour. Yields the product BrC1=C(C2=CN(N=C2C=C1F)C)C(=O)OC (methyl 5-bromo-6-fluoro-2-methyl-2H-indazole-4-carboxylate). Yield: 77.6%. Reaction SMILES: [Br:1][C:2]1[C:10]([F:11])=[CH:9][C:8]2[NH:7][N:6]=[CH:5][C:4]=2[C:3]=1[C:12]([O:14][CH3:15])=[O:13].F[B-](F)(F)F.[CH3:21][O+](C)C>C(OCC)(=O)C.C(=O)([O-])O.[Na+]>[Br:1][C:2]1[C:10]([F:11])=[CH:9][C:8]2[C:4](=[CH:5][N:6]([CH3:21])[N:7]=2)[C:3]=1[C:12]([O:14][CH3:15])=[O:13] |f:1.2,4.5|. Procedure details: To a solution of methyl 5-bromo-6-fluoro-1H-indazole-4-carboxylate (700 mg, 2.56 mmol) in ethyl acetate (26 mL) was added trimethyloxonium tetrafluoroborate (569 mg, 3.85 mmol) at room temperature, and the mixture was stirred for 2.5 hr. The reaction solution was diluted with saturated aqueous sodium hydrogen carbonate solution, and the mixture was extracted with ethyl acetate. The extract was washed with saturated brine, and dried over anhydrous sodium sulfate. The solvent was evaporated under ... Starting materials: IC (Iodomethane), N1C(CC2=CC=CC=C12)=O (1,3-Dihydro-2H-indol-2-one), CN(CCN(C)C)C (tetramethylethylenediamine), C(CCC)[Li] (n-Butyllithium), CSSC (dimethyl disulfide). The solvent is O (Water), O1CCCC1 (tetrahydrofuran). Run at temperature -75 celsius, time 30 minute. Product: CC1(C(NC2=CC=CC=C12)=O)SC (3-methyl-3-methylthio-1,3-dihydro-2H-indol-2-one). Reaction SMILES: [NH:1]1[C:9]2[C:4](=[CH:5][CH:6]=[CH:7][CH:8]=2)[CH2:3][C:2]1=[O:10].CN(C)CCN(C)C.C([Li])CCC.I[CH3:25].[CH3:26][S:27]SC>O1CCCC1.O>[CH3:25][C:3]1([S:27][CH3:26])[C:4]2[C:9](=[CH:8][CH:7]=[CH:6][CH:5]=2)[NH:1][C:2]1=[O:10]. Procedure details: 1,3-Dihydro-2H-indol-2-one (3.3 g,25 mmol) and tetramethylethylenediamine (6.4 g, 55 mmol) was dissolved in freshly distilled tetrahydrofuran under nitrogen and cooled to -75° C. in an acetone/dry ice bath. n-Butyllithium (2.5M, 22 ml, 55 mmol) was added and the mixture was stirred at -75° C. for 30 minutes. Iodomethane (3.57 g, 25 mmol) was added and the mixture was allowed to warm to -20° C., the mixture was recooled to -75° C. then dimethyl disulfide (2.35 g, 25 mmol) was added and the mixtur... The reactants are C=C(COC1CCC(n2c(=O)c(Cc3ccc(-c4ccccc4C#N)cc3)c(CCC)n3nc(C)nc23)CC1)O[Si](C)(C)C(C)(C)C, ClCCl, CC[Zn]CC, [Cl-], ClCI, [NH4+]. The product is CCCc1c(Cc2ccc(-c3ccccc3C#N)cc2)c(=O)n(C2CCC(OCC3(O[Si](C)(C)C(C)(C)C)CC3)CC2)c2nc(C)nn12. RXN SMILES: [C:9]([CH3:10])([CH3:11])([CH3:12])[Si:13]([O:14][C:15]([CH2:16][O:17][CH:18]1[CH2:19][CH2:20][CH:21]([n:24]2[c:25]3[n:26]([c:27]([CH2:46][CH2:47][CH3:48])[c:28]([CH2:31][c:32]4[cH:33][cH:34][c:35](-[c:38]5[c:39]([C:44]#[N:45])[cH:40][cH:41][cH:42][cH:43]5)[cH:36][cH:37]4)[c:29]2=[O:30])[n:49][c:50]([CH3:52])[n:51]3)[CH2:22][CH2:23]1)=[CH2:53])([CH3:54])[CH3:55].[CH2:58]([Cl:59])[Cl:60].[CH3:1][CH2:2][Zn:3][CH2:4][CH3:5].[Cl-:56].[Cl:6][CH2:7][I:8].[NH4+:57]>>[CH2:1]1[C:15]([O:14][Si:13]([C:9]([CH3:10])([CH3:11])[CH3:12])([CH3:54])[CH3:55])([CH2:16][O:17][CH:18]2[CH2:19][CH2:20][CH:21]([n:24]3[c:25]4[n:26]([c:27]([CH2:46][CH2:47][CH3:48])[c:28]([CH2:31][c:32]5[cH:33][cH:34][c:35](-[c:38]6[c:39]([C:44]#[N:45])[cH:40][cH:41][cH:42][cH:43]6)[cH:36][cH:37]5)[c:29]3=[O:30])[n:49][c:50]([CH3:52])[n:51]4)[CH2:22][CH2:23]2)[CH2:53]1. The reactants are CC(C)(C)NS(=O)(=O)c1cncc(Br)c1, O=[N+]([O-])c1ccc(-n2ccnc2-c2ccccc2)cc1. Reagents/catalysts: CC(C)(C)c1ccc(-c2ccc(C(C)(C)C)cc2)cc1 (4,4'-di-tert-butylbiphenyl), CC(C)(C)C(=O)[O-].[K+] (KOPiv), Cl[Pd]CC=C.C=CC[Pd]Cl ([Pd(allyl)Cl]2), CN(C)c1ccc(P(C2CCCCC2)C2CCCCC2)cc1 (A-caPhos). The solvent is CC(=O)N(C)C (DMA), CC(=O)N(C)C (DMA), CC(=O)N(C)C (DMA). Reaction conditions: temperature 120 celsius, time 24 hour. The product is CC(C)(C)NS(=O)(=O)c1cncc(-c2cnc(-c3ccccc3)n2-c2ccc([N+](=O)[O-])cc2)c1. The yield is 51.2%.